This data is from the Open Reaction Database (ORD), a public repository of structured organic reaction records. The task is: describe an organic reaction: reactants, conditions, products, and yield The reactants are FC1=C(C=CC(=C1)I)NC1=C(C(=O)O)C=CN=C1 (3-[(2-fluoro-4-iodophenyl)amino]isonicotinic acid), FC1=C(C=CC(=C1)I)NC1=C(C(=O)O)C=CN=C1 (3-[(2-fluoro-4-iodophenyl)amino]isonicotinic acid), N1(CCOCC1)CCN (2-morpholin-4-yl-ethylamine). Yields the product FC1=C(C=CC(=C1)I)NC1=C(C(=O)NCCN2CCOCC2)C=CN=C1 (3-(2-Fluoro-4-iodo-phenylamino)-N-(2-morpholin-4-yl-ethyl)-isonicotinamide). RXN SMILES: [F:1][C:2]1[CH:7]=[C:6]([I:8])[CH:5]=[CH:4][C:3]=1[NH:9][C:10]1[CH:18]=[N:17][CH:16]=[CH:15][C:11]=1[C:12]([OH:14])=O.[N:19]1([CH2:25][CH2:26][NH2:27])[CH2:24][CH2:23][O:22][CH2:21][CH2:20]1>>[F:1][C:2]1[CH:7]=[C:6]([I:8])[CH:5]=[CH:4][C:3]=1[NH:9][C:10]1[CH:18]=[N:17][CH:16]=[CH:15][C:11]=1[C:12]([NH:27][CH2:26][CH2:25][N:19]1[CH2:24][CH2:23][O:22][CH2:21][CH2:20]1)=[O:14]. Procedure details: 3-(2-Fluoro-4-iodo-phenylamino)-N-(2-morpholin-4-yl-ethyl)-isonicotinamide was synthesized according to the procedure for General Method 1, outlined above, starting with 0.35 mmol of 3-[(2-fluoro-4-iodophenyl)amino]isonicotinic acid (intermediate 1) and 0.50 mmol of. 2-morpholin-4-yl-ethylamine LC/MS [1.74 min; 471 (M+1)].